Dataset: the Open Reaction Database (ORD), a public repository of structured organic reaction records. Task: describe an organic reaction: reactants, conditions, products, and yield The reactants are ClC1=CC=C(C=C1)C(C(NC(CCCCCBr)=O)C1=CC=C(C=C1)Cl)=O (1,2-bis(4-chlorophenyl)-2-(6-bromohexanamido)ethanone), P(=O)(Cl)(Cl)Cl (phosphorus oxychloride). Solvent: C1(=CC=CC=C1)C (toluene). Conditions: temperature 10 celsius. Product: ClC1=CC=C(C=C1)C=1N=C(OC1C1=CC=C(C=C1)Cl)CCCCCBr (4,5-bis(4-chlorophenyl)-2-(5-bromopentyl)oxazole). Isolated yield 87.0%. Reaction SMILES: [Cl:1][C:2]1[CH:7]=[CH:6][C:5]([C:8](=[O:26])[CH:9]([C:19]2[CH:24]=[CH:23][C:22]([Cl:25])=[CH:21][CH:20]=2)[NH:10][C:11](=O)[CH2:12][CH2:13][CH2:14][CH2:15][CH2:16][Br:17])=[CH:4][CH:3]=1.P(Cl)(Cl)(Cl)=O>C1(C)C=CC=CC=1>[Cl:25][C:22]1[CH:21]=[CH:20][C:19]([C:9]2[N:10]=[C:11]([CH2:12][CH2:13][CH2:14][CH2:15][CH2:16][Br:17])[O:26][C:8]=2[C:5]2[CH:4]=[CH:3][C:2]([Cl:1])=[CH:7][CH:6]=2)=[CH:24][CH:23]=1. Procedure: 4,5-Bis(4-chlorophenyl)-2-(5-bromopentyl)oxazole is prepared in the following manner: 39.5 g of 1,2-bis(4-chlorophenyl)-2-(6-bromohexanamido)ethanone in 80 cm3 of toluene containing 40 g of phosphorus oxychloride are stirred for 3 hours at 80° C. After evaporation to dryness under vacuum, 100 cm3 of ice-cold water are added. The mixture is extracted with diethyl ether (3 times 120 cm3) and the ethereal solutions are washed successively with water (3 times 50 cm3) and saturated aqueous sodium bic... RXN SMILES: [NH2:1][CH2:2][CH2:3][CH2:4][C:5]([NH:7]C1C=C2C(=CC=1)N=CN=C2NC1C=CC(OCC2C=CC=C(F)C=2)=C(Cl)C=1)=[O:6].C(OC(=O)NCCCC([C:47]1[CH:48]=[C:49]2[C:54](=[CH:55][CH:56]=1)[N:53]=[CH:52][N:51]=[C:50]2[NH:57][C:58]1[CH:63]=[CH:62][C:61]([O:64][C:65]2[CH:66]=[N:67][C:68]([CH3:71])=[CH:69][CH:70]=2)=[C:60]([CH3:72])[CH:59]=1)=O)(C)(C)C>>[NH2:1][CH2:2][CH2:3][CH2:4][C:5]([NH:7][C:47]1[CH:48]=[C:49]2[C:54](=[CH:55][CH:56]=1)[N:53]=[CH:52][N:51]=[C:50]2[NH:57][C:58]1[CH:63]=[CH:62][C:61]([O:64][C:65]2[CH:66]=[N:67][C:68]([CH3:71])=[CH:69][CH:70]=2)=[C:60]([CH3:72])[CH:59]=1)=[O:6]. Isolated yield 98.0%. Reactants: NCCCC(=O)NC=1C=C2C(=NC=NC2=CC1)NC1=CC(=C(C=C1)OCC1=CC(=CC=C1)F)Cl (4-amino-N-{4-[3-chloro-4-(3-fluoro-benzyloxy)-phenylamino]-quinazolin-6-yl}-butyramide), C(C)(C)(C)OC(NCCCC(=O)C=1C=C2C(=NC=NC2=CC1)NC1=CC(=C(C=C1)OC=1C=NC(=CC1)C)C)=O ((3-{4-[3-methyl-4-(6-methyl-pyridin-3-yloxy)-phenylamino]-quinazolin-6-ylcarbonyl}-propyl)-carbamic acid t-butylester). Yields the product NCCCC(=O)NC=1C=C2C(=NC=NC2=CC1)NC1=CC(=C(C=C1)OC=1C=NC(=CC1)C)C (4-amino-N-{4-[3-methyl-4-(6-methyl-pyridin-3-yloxy)-phenylamino]-quinazolin-6-yl}-butyramide). Reported procedure: The procedure of (87-1) of Example 87 was repeated except for using 1.51 g of the compound obtained in Example 99 instead of the compound obtained in example 86 to obtain the title compound (1.21 g, 98%). Reactants: [BH4-], CCOC(=O)c1cc2c(cn1)[nH]c1ccccc12, C1CCOC1, [Na+], O. The product is OCc1cc2c(cn1)[nH]c1ccccc12. RXN SMILES: [BH4-:19].[C:1](=[O:2])([O:3][CH2:4][CH3:5])[c:6]1[n:7][cH:8][c:9]2[nH:10][c:11]3[cH:12][cH:13][cH:14][cH:15][c:16]3[c:17]2[cH:18]1.[CH2:22]1[O:23][CH2:24][CH2:25][CH2:26]1.[Na+:20].[OH2:21]>>[CH2:1]([OH:2])[c:6]1[n:7][cH:8][c:9]2[nH:10][c:11]3[cH:12][cH:13][cH:14][cH:15][c:16]3[c:17]2[cH:18]1.